This data is from the Open Reaction Database (ORD), a public repository of structured organic reaction records. The task is: describe an organic reaction: reactants, conditions, products, and yield Reaction conditions: time 18 hour. Procedure details: 3-(Trifluoromethyl)phenyl isocyanate (0.093 g, 0.50 mmole) was slowly added to a solution of 2a (0.12 g, 0.42 mmole) in dichloromethane (20 mL) at 0° C. The solution was allowed to warm to room temperature and stirred for 18 h. The reaction was then quenched with water (20 mL), and the organic layer was dried over anhydrous sodium sulfate, filtered and concentrated. The organic residue was purified by flash chromatographey on silica gel, eluting with dichloromethane/2.0 M ammonia in ethyl alcoho... RXN SMILES: [F:1][C:2]([F:13])([F:12])[C:3]1[CH:4]=[C:5]([N:9]=[C:10]=[O:11])[CH:6]=[CH:7][CH:8]=1.[NH2:14][C@@H:15]([C:31]([CH3:34])([CH3:33])[CH3:32])[C:16]([NH:18][C@@H:19]1[CH2:23][CH2:22][N:21]([CH2:24][C:25]2[CH:30]=[CH:29][CH:28]=[CH:27][CH:26]=2)[CH2:20]1)=[O:17]>ClCCl>[CH2:24]([N:21]1[CH2:22][CH2:23][C@@H:19]([NH:18][C:16](=[O:17])[C@@H:15]([NH:14][C:10]([NH:9][C:5]2[CH:6]=[CH:7][CH:8]=[C:3]([C:2]([F:12])([F:13])[F:1])[CH:4]=2)=[O:11])[C:31]([CH3:32])([CH3:34])[CH3:33])[CH2:20]1)[C:25]1[CH:26]=[CH:27][CH:28]=[CH:29][CH:30]=1. The reactants are FC(C=1C=C(C=CC1)N=C=O)(F)F (3-(Trifluoromethyl)phenyl isocyanate), N[C@H](C(=O)N[C@H]1CN(CC1)CC1=CC=CC=C1)C(C)(C)C (2-(S)-Amino-N-(1-benzyl-pyrrolidin-3-(R)-yl)-3,3-dimethyl-butyramide). Yields the product C(C1=CC=CC=C1)N1C[C@@H](CC1)NC([C@H](C(C)(C)C)NC(=O)NC1=CC(=CC=C1)C(F)(F)F)=O (N-(1-Benzyl-pyrrolidin-3-(R)-yl)-3,3-dimethyl-2-(S)-[3-(3-trifluoromethyl-phenyl)-ureido]-butyramide). Run in ClCCl (dichloromethane). The yield is 22.5%. Reactants: BrB(Br)Br, ClCCl, COc1ccc2[nH]ncc2c1, O. The product is Oc1ccc2[nH]ncc2c1. As a reaction SMILES: [B:1]([Br:2])([Br:3])[Br:4].[CH2:17]([Cl:18])[Cl:19].[CH3:5][O:6][c:7]1[cH:8][c:9]2[cH:10][n:11][nH:12][c:13]2[cH:14][cH:15]1.[OH2:16]>>[OH:6][c:7]1[cH:8][c:9]2[cH:10][n:11][nH:12][c:13]2[cH:14][cH:15]1. Starting materials: Cl (hydrochloric acid), C1(=CC=CC=C1)C (Toluene), [Cl-].[Al+3].[Cl-].[Cl-] (aluminum chloride), COC1=CC(=C(C(=O)O)C=C1)C (4-methoxy-2-methylbenzoic acid). The reagents and catalysts are CN(C=O)C (N,N-dimethylformamide), C(C(=O)Cl)(=O)Cl (Oxalyl chloride). Run in C(Cl)(Cl)Cl (chloroform). Conditions: time 1 hour. The product is COC1=CC(=C(C=C1)C(=O)C1=CC=C(C=C1)C)C ((4-methoxy-2-methylphenyl) (4-methylphenyl)methanone). The yield is 59.1%. Reaction SMILES: [CH3:1][O:2][C:3]1[CH:11]=[CH:10][C:6]([C:7]([OH:9])=O)=[C:5]([CH3:12])[CH:4]=1.[C:13]1([CH3:19])[CH:18]=[CH:17][CH:16]=[CH:15][CH:14]=1.[Cl-].[Al+3].[Cl-].[Cl-].Cl>CN(C)C=O.C(Cl)(=O)C(Cl)=O.C(Cl)(Cl)Cl>[CH3:1][O:2][C:3]1[CH:11]=[CH:10][C:6]([C:7]([C:16]2[CH:17]=[CH:18][C:13]([CH3:19])=[CH:14][CH:15]=2)=[O:9])=[C:5]([CH3:12])[CH:4]=1 |f:2.3.4.5|. Procedure details: Oxalyl chloride (3.43 mL, 0.0400 mmol) and N,N-dimethylformamide (2 drops) were added to chloroform (60 mL) solution of 4-methoxy-2-methylbenzoic acid (5.0 g, 0.0300 mol). After the reaction mixture was stirred at room temperature for one hour, the reaction solvent was evaporated under reduced pressure. The obtained yellow oily substance was dissolved in chloroform (60 mL). Toluene (3.52 mL, 0.0330 mol) and aluminum chloride (8.02 g, 0.0601 mol) were added to this solution while cooled on ice, a... Starting materials: FC1=C(CCl)C=CC=C1OC (2-fluoro-3-methoxybenzyl chloride), [C-]#N.[Na+] (sodium cyanide), O (water). The solvent is CS(=O)C (DMSO). Yields the product FC1=C(CC#N)C=CC=C1OC (2-Fluoro-3-methoxybenzyl cyanide). RXN SMILES: [F:1][C:2]1[C:9]([O:10][CH3:11])=[CH:8][CH:7]=[CH:6][C:3]=1[CH2:4]Cl.[C-:12]#[N:13].[Na+].O>CS(C)=O>[F:1][C:2]1[C:9]([O:10][CH3:11])=[CH:8][CH:7]=[CH:6][C:3]=1[CH2:4][C:12]#[N:13] |f:1.2|. Procedure details: 24.89 g (142.56 mmol) of 2-fluoro-3-methoxybenzyl chloride is stirred in 200 ml of DMSO with 8.38 g (171.07 mmol) of sodium cyanide for three hours at 90° C. The reaction mixture is poured into water and extracted four times with methyl tert-butyl ether. The combined organic phases are washed with brine, dried, the desiccant is suctioned off, and the solvent is spun off. First, only a portion of the residue (21.43 g) is incorporated in crude form into the next stage. Reactants: c1(ccc(cc1)CO)B(O)O, c1c(cc2c(c1)c(n[nH]2)C(=O)NC)Br. The reagents and catalysts are c1ccc(cc1)-c2c3ccccc3cc4ccccc24 (9-Phenylanthracene), [OH-].[Na+] (NaOH), O (water), P(C1CCCC1)(C(C)(C)C)C(C)(C)C.P(C1CCCC1)(C(C)(C)C)C(C)(C)C.[Pd](Cl)Cl.[Fe]. Solvent: CN(C)C=O  (DMF). Run at temperature 110 celsius, time nan hour. Product: CNC(=O)c1n[nH]c2cc(ccc12)c3ccc(CO)cc3. RXN SMILES: [CH3:1][NH:2][C:3]([c:5]1[c:13]([c:8]2[nH:7][n:6]1)[cH:12][cH:11][c:10](Br)[cH:9]2)=[O:4].[OH:14][CH2:15][c:16]1[cH:21][cH:20][c:19](B(O)O)[cH:18][cH:17]1>>[CH3:1][NH:2][C:3]([c:5]1[c:13]([c:8]2[nH:7][n:6]1)[cH:12][cH:11][c:10]([c:19]3[cH:20][cH:21][c:16]([CH2:15][OH:14])[cH:17][cH:18]3)[cH:9]2)=[O:4]. Reactants: CCCCO, CCC(=O)[O-], C=C(Oc1ccc(Oc2ccc(C(F)(F)F)cn2)cc1)C(=O)OCCCC, [H][H]. Product: CCCCOC(=O)C(C)Oc1ccc(Oc2ccc(C(F)(F)F)cn2)cc1. RXN SMILES: [CH2:35]([OH:36])[CH2:37][CH2:38][CH3:39].[CH3:30][CH2:31][C:32](=[O:33])[O-:34].[F:1][C:2]([c:3]1[cH:4][cH:5][c:6]([O:9][c:10]2[cH:11][cH:12][c:13]([O:14][C:15]([C:16](=[O:17])[O:18][CH2:19][CH2:20][CH2:21][CH3:22])=[CH2:23])[cH:24][cH:25]2)[n:7][cH:8]1)([F:26])[F:27].[H:28][H:29]>>[F:1][C:2]([c:3]1[cH:4][cH:5][c:6]([O:9][c:10]2[cH:11][cH:12][c:13]([O:14][CH:15]([C:16](=[O:17])[O:18][CH2:19][CH2:20][CH2:21][CH3:22])[CH3:23])[cH:24][cH:25]2)[n:7][cH:8]1)([F:26])[F:27]. Starting materials: FC(C(=O)O)(F)F (Trifluoroacetic acid), FC1=C(C=CC=C1F)[C@@H]1CC[C@H](C(N(C1)CC1=NC=CC=C1)=O)NC(OC(C)(C)C)=O (tert-butyl (3R,6S)-6-(2,3-difluorophenyl)-2-oxo-1-(pyridin-2-ylmethyl)azepan-3-ylcarbamate). Solvent: ClCCl (dichloromethane). Run at time 18 hour. The product is N[C@H]1C(N(C[C@@H](CC1)C1=C(C(=CC=C1)F)F)CC1=NC=CC=C1)=O ((3R,6S)-3-Amino-6-(2,3-difluorophenyl)-1-(pyridin-2-ylmethyl)azepan-2-on). Reaction SMILES: FC(F)(F)C(O)=O.[F:8][C:9]1[C:14]([F:15])=[CH:13][CH:12]=[CH:11][C:10]=1[C@H:16]1[CH2:22][N:21]([CH2:23][C:24]2[CH:29]=[CH:28][CH:27]=[CH:26][N:25]=2)[C:20](=[O:30])[C@H:19]([NH:31]C(=O)OC(C)(C)C)[CH2:18][CH2:17]1>ClCCl>[NH2:31][C@@H:19]1[CH2:18][CH2:17][C@@H:16]([C:10]2[CH:11]=[CH:12][CH:13]=[C:14]([F:15])[C:9]=2[F:8])[CH2:22][N:21]([CH2:23][C:24]2[CH:29]=[CH:28][CH:27]=[CH:26][N:25]=2)[C:20]1=[O:30]. Procedure: Trifluoroacetic acid (3 mL) was added to a solution of tert-butyl (3R,6S)-6-(2,3-difluorophenyl)-2-oxo-1-(pyridin-2-ylmethyl)azepan-3-ylcarbamate (202 mg, 0.468 mmol) in dichloromethane (4 mL). After 18 h, the solution was concentrated. Saturated aqueous sodium bicarbonate solution was added and the mixture was extracted with dichloromethane (3×). The combined organic extracts were washed with saturated brine, dried over magnesium sulfate, filtered and concentrated. MS 332.2 (M+1). The reactants are C(=O)[C@H]1CN(C[C@@H]1C1=CC=CC=C1)[C@@H](C(=O)OCC1=CC=CC=C1)C1CCCCC1 (2-(R)-(3-(R)-formyl-4-(S)-phenylpyrrolidin-1-yl)-2-(cyclohexyl)acetic acid, benzyl ester), C(#N)C1=CC=C(C=C1)CCCC1CCNCC1 (4-(3-(4-cyanophenyl)propyl)piperidine), C(#N)C1=CC=C(C=C1)CCCC1CCNCC1 (4-(3-(4-cyanophenyl)propyl)piperidine). The product is C(#N)C1=CC=C(C=C1)CCCC1CCN(CC1)C[C@H]1CN(C[C@@H]1C1=CC=CC=C1)[C@@H](C(=O)O)C1CCCCC1 (2-(R)-(3-(S)-((4-(3-(4Cyanophenyl)propyl)piperidin-1-yl)methyl)-4-(S)-phenylpyrrolidin-1-yl)-2-(cyclohexyl)acetic acid). As a reaction SMILES: [CH:1]([C@@H:3]1[C@@H:7]([C:8]2[CH:13]=[CH:12][CH:11]=[CH:10][CH:9]=2)[CH2:6][N:5]([C@H:14]([CH:25]2[CH2:30][CH2:29][CH2:28][CH2:27][CH2:26]2)[C:15]([O:17]CC2C=CC=CC=2)=[O:16])[CH2:4]1)=O.[C:31]([C:33]1[CH:38]=[CH:37][C:36]([CH2:39][CH2:40][CH2:41][CH:42]2[CH2:47][CH2:46][NH:45][CH2:44][CH2:43]2)=[CH:35][CH:34]=1)#[N:32]>>[C:31]([C:33]1[CH:34]=[CH:35][C:36]([CH2:39][CH2:40][CH2:41][CH:42]2[CH2:47][CH2:46][N:45]([CH2:1][C@@H:3]3[C@@H:7]([C:8]4[CH:13]=[CH:12][CH:11]=[CH:10][CH:9]=4)[CH2:6][N:5]([C@H:14]([CH:25]4[CH2:30][CH2:29][CH2:28][CH2:27][CH2:26]4)[C:15]([OH:17])=[O:16])[CH2:4]3)[CH2:44][CH2:43]2)=[CH:37][CH:38]=1)#[N:32]. Procedure: The title compound was prepared from 2-(R)-(3-(R)-formyl-4-(S)-phenylpyrrolidin-1-yl)-2-(cyclohexyl)acetic acid, benzyl ester (from EXAMPLE 1, Step 1) and 4-(3-(4-cyanophenyl)propyl)piperidine×HCl (from EXAMPLE 116, Step A) using procedures analogous to those described in EXAMPLE 1, Steps J and K. For the title compound: HPLC (Zorbax SB-C8 4.6 mm×7.5 cm column, gradient elution using 10:90 v/v CH3CN/H2O+0.1% TFA to 100% CH3CN over 7.5 min, hold for 45 sec, 2.25 mL/min, 220 nm): Retention Time: 4... Starting materials: CC(=NO)c1ccc2c(c1)C(c1ccccc1F)=NC(C)(C)C(=O)N2C, [H][H]. Yields the product CC(N)c1ccc2c(c1)C(c1ccccc1F)=NC(C)(C)C(=O)N2C. RXN SMILES: [F:1][c:2]1[c:3]([C:8]2=[N:9][C:10]([CH3:25])([CH3:26])[C:11](=[O:24])[N:12]([CH3:23])[c:13]3[c:14]2[cH:15][c:16]([C:19]([CH3:20])=[N:21][OH:22])[cH:17][cH:18]3)[cH:4][cH:5][cH:6][cH:7]1.[H:27][H:28]>>[F:1][c:2]1[c:3]([C:8]2=[N:9][C:10]([CH3:25])([CH3:26])[C:11](=[O:24])[N:12]([CH3:23])[c:13]3[c:14]2[cH:15][c:16]([CH:19]([CH3:20])[NH2:21])[cH:17][cH:18]3)[cH:4][cH:5][cH:6][cH:7]1. As a reaction SMILES: [C:1]1([C:7]2[NH:11][C:10]([C:12]3[CH:13]=[C:14]4[C:19](=[CH:20][CH:21]=3)[CH:18]=[C:17]([OH:22])[CH:16]=[CH:15]4)=[CH:9][CH:8]=2)[CH:6]=[CH:5][CH:4]=[CH:3][CH:2]=1.Br[CH2:24][C:25]#[N:26].C(=O)([O-])[O-].[Cs+].[Cs+]>>[C:1]1([C:7]2[NH:11][C:10]([C:12]3[CH:13]=[C:14]4[C:19](=[CH:20][CH:21]=3)[CH:18]=[C:17]([O:22][CH2:24][C:25]#[N:26])[CH:16]=[CH:15]4)=[CH:9][CH:8]=2)[CH:2]=[CH:3][CH:4]=[CH:5][CH:6]=1 |f:2.3.4|. Reactants: C1(=CC=CC=C1)C1=CC=C(N1)C=1C=C2C=CC(=CC2=CC1)O (6-(5-phenyl-1H-pyrrol-2-yl)-2-naphthol), BrCC#N (bromoacetonitrile), C([O-])([O-])=O.[Cs+].[Cs+] (cesium carbonate). Yields the product C1(=CC=CC=C1)C1=CC=C(N1)C=1C=C2C=CC(=CC2=CC1)OCC#N ({[6-(5-Phenyl-1H-pyrrol-2-yl)-2-naphthyl]oxy}acetonitrile). Procedure: In a similar manner as described in step 6 of Example 1, the title compound was prepared from 6-(5-phenyl-1H-pyrrol-2-yl)-2-naphthol (0.285 g, 1.00 mmol), prepared in step 5 of Example 1, bromoacetonitrile (0.144 g, 1.20 mmol) and cesium carbonate (1.63 g, 5.00 mmol) with the exception that the reaction was complete after 2 hours at ambient temperature. The isolated tan solids (0.323 g, 100%) were used without further purification, mp 141.5–142.5° C. Elemental Analysis for C22H16N2O Calc'd: C, 8... Conditions: time 2 hour.